This data is from the Open Reaction Database (ORD), a public repository of structured organic reaction records. The task is: describe an organic reaction: reactants, conditions, products, and yield The reactants are COC=1C=C2C(=CC=NC2=C(C1)OC)OC1=CC=C(C=C1)N (4-(6,8-dimethoxy-quinolin-4-yloxy)-phenylamine), C(C)N1C(N(C(C(=C1)C(=O)O)=O)C1=CC=C(C=C1)F)=O (1-ethyl-3-(4-fluorophenyl)-2,4-dioxo-1,2,3,4-tetrahydropyrimidine-5-carboxylic acid). Yields the product COC=1C=C2C(=CC=NC2=C(C1)OC)OC1=CC=C(C=C1)NC(=O)C=1C(N(C(N(C1)CC)=O)C1=CC=C(C=C1)F)=O (1-Ethyl-3-(4-fluoro-phenyl)-2,4-dioxo-1,2,3,4-tetrahydro-pyrimidine-5-carboxylic acid [4-(6,8-dimethoxy-quinolin-4-yloxy)-phenyl]-amide). RXN SMILES: [CH3:1][O:2][C:3]1[CH:4]=[C:5]2[C:10](=[C:11]([O:13][CH3:14])[CH:12]=1)[N:9]=[CH:8][CH:7]=[C:6]2[O:15][C:16]1[CH:21]=[CH:20][C:19]([NH2:22])=[CH:18][CH:17]=1.[CH2:23]([N:25]1[CH:30]=[C:29]([C:31](O)=[O:32])[C:28](=[O:34])[N:27]([C:35]2[CH:40]=[CH:39][C:38]([F:41])=[CH:37][CH:36]=2)[C:26]1=[O:42])[CH3:24]>>[CH3:1][O:2][C:3]1[CH:4]=[C:5]2[C:10](=[C:11]([O:13][CH3:14])[CH:12]=1)[N:9]=[CH:8][CH:7]=[C:6]2[O:15][C:16]1[CH:17]=[CH:18][C:19]([NH:22][C:31]([C:29]2[C:28](=[O:34])[N:27]([C:35]3[CH:40]=[CH:39][C:38]([F:41])=[CH:37][CH:36]=3)[C:26](=[O:42])[N:25]([CH2:23][CH3:24])[CH:30]=2)=[O:32])=[CH:20][CH:21]=1. Procedure details: This compound was synthesized using 4-(6,8-dimethoxy-quinolin-4-yloxy)-phenylamine and 1-ethyl-3-(4-fluorophenyl)-2,4-dioxo-1,2,3,4-tetrahydropyrimidine-5-carboxylic acid using the procedure for example 1. mp=127-9° C.; LCMS m/z=557 (M+1); 1H NMR (DMSO) δ: 10.93 (s, 1H), 8.87 (s, 1H), 8.45 (d, 1H, J=5 Hz), 7.79 (d, 2H, J=8.8 Hz), 7.41-7.45 (m, 2H), 7.33-7.37 (m, 2H), 7.24- (d, 2H, J=8.8 Hz), 7.10 (d, 1H, J=2.3 Hz), 6.86 (d, 1H, J=2.3 Hz), 6.61 (d, 1H, J=5 Hz), 4.01 (q, 2H, J=7 Hz), 3.94 (s, 3H),... Reactants: ClC1=C(C=C(N)C=C1)C1=NC=CC=C1 (4-chloro-3-(pyridin-2-yl)aniline), C(C)(C)S(=O)(=O)C1=CC=C(C(=O)O)C=C1 (4-(isopropylsulfonyl)benzoic acid). Yields the product ClC1=C(C=C(C=C1)NC(C1=CC=C(C=C1)S(=O)(=O)C(C)C)=O)C1=NC=CC=C1 (N-(4-chloro-3-(pyridin-2-yl)phenyl)-4-(isopropylsulfonyl)benzamide). As a reaction SMILES: [Cl:1][C:2]1[CH:8]=[CH:7][C:5]([NH2:6])=[CH:4][C:3]=1[C:9]1[CH:14]=[CH:13][CH:12]=[CH:11][N:10]=1.[CH:15]([S:18]([C:21]1[CH:29]=[CH:28][C:24]([C:25](O)=[O:26])=[CH:23][CH:22]=1)(=[O:20])=[O:19])([CH3:17])[CH3:16]>>[Cl:1][C:2]1[CH:8]=[CH:7][C:5]([NH:6][C:25](=[O:26])[C:24]2[CH:23]=[CH:22][C:21]([S:18]([CH:15]([CH3:16])[CH3:17])(=[O:20])=[O:19])=[CH:29][CH:28]=2)=[CH:4][C:3]=1[C:9]1[CH:14]=[CH:13][CH:12]=[CH:11][N:10]=1. Reported procedure: 2 g of 4-fluorobenzonitrile was used in Procedure Q with 2-propanethiol to afford 4-(isopropylthio)benzonitrile. 900 mg of 4-(isopropythio)benzonitrile was reacted via Procedure T to give 4-(isopropylthio)benzoic acid. 730 mg of 4-(isopropylthio)benzoic acid was reacted via Procedure R to give 4-(isopropylsulfonyl)benzoic acid. 75 mg of 4-chloro-3-(pyridin-2-yl)aniline was coupled to 4-(isopropylsulfonyl)benzoic acid via Procedure G. The product was purified on reverse phase HPLC to yield N-(4-c... Reactants: C(O)([O-])=O.[Na+] (sodium hydrogen carbonate), NC=1C(=C(C2=C(CC(O2)(C)CN2CCC(CC2)C(=O)NCC(C2=CC=CC=C2)C2=CC=CC=C2)C1C)C)C (1-[(5-amino-2,3-dihydro-2,4,6,7-tetramethylbenzofuran-2-yl)methyl]-N-(2,2-diphenylethyl)-4-piperidinecarboxamide), Cl (hydrochloric acid). Run in O.C(C)(C)OC(C)C (water diisopropyl ether), O1CCCC1 (tetrahydrofuran), O1CCCC1 (tetrahydrofuran). Yields the product Cl.Cl.Cl.NC=1C(=C(C2=C(CC(O2)(C)CN2CCC(CC2)CNCC(C2=CC=CC=C2)C2=CC=CC=C2)C1C)C)C (1-[(5-Amino-2,3-dihydro-2,4,6,7-tetramethylbenzofuran-2-yl)methyl]-N-(2,2-diphenylethyl)-4-piperidinemethylamine trihydrochloride). Yield: 61.0%. RXN SMILES: [NH2:1][C:2]1[C:3]([CH3:38])=[C:4]([CH3:37])[C:5]2[O:9][C:8]([CH2:11][N:12]3[CH2:17][CH2:16][CH:15]([C:18]([NH:20][CH2:21][CH:22]([C:29]4[CH:34]=[CH:33][CH:32]=[CH:31][CH:30]=4)[C:23]4[CH:28]=[CH:27][CH:26]=[CH:25][CH:24]=4)=O)[CH2:14][CH2:13]3)([CH3:10])[CH2:7][C:6]=2[C:35]=1[CH3:36].[ClH:39].C(=O)([O-])O.[Na+]>O1CCCC1.O.C(OC(C)C)(C)C>[ClH:39].[ClH:39].[ClH:39].[NH2:1][C:2]1[C:3]([CH3:38])=[C:4]([CH3:37])[C:5]2[O:9][C:8]([CH2:11][N:12]3[CH2:17][CH2:16][CH:15]([CH2:18][NH:20][CH2:21][CH:22]([C:23]4[CH:28]=[CH:27][CH:26]=[CH:25][CH:24]=4)[C:29]4[CH:30]=[CH:31][CH:32]=[CH:33][CH:34]=4)[CH2:14][CH2:13]3)([CH3:10])[CH2:7][C:6]=2[C:35]=1[CH3:36] |f:2.3,5.6,7.8.9.10|. Procedure details: To a solution of 1-[(5-amino-2,3-dihydro-2,4,6,7-tetramethylbenzofuran-2-yl)methyl]-N-(2,2-diphenylethyl)-4-piperidinecarboxamide (1.0 g) in tetrahydrofuran (20 mL) was added 12 mL of 1 M borane tetrahydrofuran complex solution in tetrahydrofuran dropwise with ice-cooling and the mixture was refluxed under nitrogen gas for 6 hours. After this reaction mixture was cooled with ice, 8 mL of 5N-hydrochloric acid was added dropwise, followed by stirring. The mixture was added dropwise to a suspension... The reactants are BrCC(=O)NC1=C(C(=O)NC2=NC=C(C=C2)Cl)C=CC=C1 (2-(bromoacetyl)amino-N-(5-chloropyridin-2-yl)benzamide), C([O-])([O-])=O.[K+].[K+] (potassium carbonate), N1=CC=C(C=C1)N1CCNCC1 (1-(4-pyridyl)piperazine), O (Water). The solvent is ClCCl (dichloromethane). Run at time 8 hour. Yields the product ClC=1C=CC(=NC1)NC(C1=C(C=CC=C1)NC(=O)CN1CCN(CC1)C1=CC=NC=C1)=O (N-(5-Chlorpyridin-2-yl)-2-[[4-(4-pyridinyl)piperazin-1-ylmethylcarbonyl]amino]benzamide). The yield is 17.7%. Reaction SMILES: Br[CH2:2][C:3]([NH:5][C:6]1[CH:21]=[CH:20][CH:19]=[CH:18][C:7]=1[C:8]([NH:10][C:11]1[CH:16]=[CH:15][C:14]([Cl:17])=[CH:13][N:12]=1)=[O:9])=[O:4].C(=O)([O-])[O-].[K+].[K+].[N:28]1[CH:33]=[CH:32][C:31]([N:34]2[CH2:39][CH2:38][NH:37][CH2:36][CH2:35]2)=[CH:30][CH:29]=1.O>ClCCl>[Cl:17][C:14]1[CH:15]=[CH:16][C:11]([NH:10][C:8](=[O:9])[C:7]2[CH:18]=[CH:19][CH:20]=[CH:21][C:6]=2[NH:5][C:3]([CH2:2][N:37]2[CH2:38][CH2:39][N:34]([C:31]3[CH:32]=[CH:33][N:28]=[CH:29][CH:30]=3)[CH2:35][CH2:36]2)=[O:4])=[N:12][CH:13]=1 |f:1.2.3|. Reported procedure: To a solution of 2-(bromoacetyl)amino-N-(5-chloropyridin-2-yl)benzamide (0.369 g, 1 mmol) in dichloromethane (10 ml) was added potassium carbonate (0.169 g, 1.22 mmol) and 1-(4-pyridyl)piperazine (0.171 mg, 1.05 mmol). The reaction was stirred overnight at room temperature. Water (2 mL) was added and the mixture was passed through a column of flux-calcined, high purity, inert diatomaceous earth packed into a polypropylene tube (article number CE 1103 from Varian) to remove water. The solvent was...